From a dataset of the Open Reaction Database (ORD), a public repository of structured organic reaction records. describe an organic reaction: reactants, conditions, products, and yield Yields the product C1(CC1)C1=C(C(=C(N)C=C1)F)C(F)(F)F (4-cyclopropyl-2-fluoro-3-trifluoromethylaniline). As a reaction SMILES: Br[C:2]1[CH:8]=[CH:7][C:5]([NH2:6])=[C:4]([F:9])[C:3]=1[C:10]([F:13])([F:12])[F:11].[CH:14]1(B(O)O)[CH2:16][CH2:15]1.[O-]P([O-])([O-])=O.[K+].[K+].[K+].C1(P(C2CCCCC2)C2CCCCC2)CCCCC1>C1(C)C=CC=CC=1.O.CCOCC.CC([O-])=O.CC([O-])=O.[Pd+2]>[CH:14]1([C:2]2[CH:8]=[CH:7][C:5]([NH2:6])=[C:4]([F:9])[C:3]=2[C:10]([F:13])([F:12])[F:11])[CH2:16][CH2:15]1 |f:2.3.4.5,10.11.12|. Run in C1(=CC=CC=C1)C (toluene), CCOCC (Et2O), O (water). The reactants are BrC1=C(C(=C(N)C=C1)F)C(F)(F)F (4-Bromo-2-fluoro-3-trifluoromethylaniline), C1(CC1)B(O)O (cyclopropylboronic acid), [O-]P(=O)([O-])[O-].[K+].[K+].[K+] (K3PO4), C1(CCCCC1)P(C1CCCCC1)C1CCCCC1 (tricyclohexyl phosphine). Reported procedure: 4-Bromo-2-fluoro-3-trifluoromethylaniline (5.0 g, 19.4 mmol), cyclopropylboronic acid (2.16 g, 25.2 mmol), K3PO4 (14.4 g, 67.8 mmol) and tricyclohexyl phosphine (0.54 g, 1.9 mmol) are dissolved in toluene (80 mL) and water (4 mL). The solution is degassed with N2, heated to 90° C., and Pd(OAc)2 (0.22 g, 1.0 mmol) is added. The reaction is heated at 90° C. for 5 hours, cooled, diluted with Et2O, filtered, washed with brine, dried (Na2SO4) and concentrated in vacuo. The residue is purified by colu... Reaction conditions: temperature 90 celsius. Reagents/catalysts: CC(=O)[O-].CC(=O)[O-].[Pd+2] (Pd(OAc)2). Starting materials: COCCCOS(=O)(=O)c1ccc(C)cc1, OCc1c(F)cc(O)cc1Cl. Product: COCCCOc1cc(F)c(CO)c(Cl)c1. Reaction SMILES: [CH3:12][O:13][CH2:14][CH2:15][CH2:16][O:17][S:18]([c:19]1[cH:20][cH:21][c:22]([CH3:23])[cH:24][cH:25]1)(=[O:26])=[O:27].[Cl:1][c:2]1[cH:3][c:4]([OH:11])[cH:5][c:6]([F:10])[c:7]1[CH2:8][OH:9]>>[Cl:1][c:2]1[cH:3][c:4]([O:11][CH2:16][CH2:15][CH2:14][O:13][CH3:12])[cH:5][c:6]([F:10])[c:7]1[CH2:8][OH:9]. The reactants are Brc1ccc(I)cc1Cc1ccc2c(c1)NCCO2, BrCc1ccccc1, O=C([O-])[O-], [K+], [K+], CN(C)C=O. Product: Brc1ccc(I)cc1Cc1ccc2c(c1)N(Cc1ccccc1)CCO2. As a reaction SMILES: [Br:1][c:2]1[c:3]([CH2:4][c:5]2[cH:6][cH:7][c:8]3[c:9]([cH:14]2)[NH:10][CH2:11][CH2:12][O:13]3)[cH:15][c:16]([I:19])[cH:17][cH:18]1.[Br:26][CH2:27][c:28]1[cH:29][cH:30][cH:31][cH:32][cH:33]1.[C:20](=[O:21])([O-:22])[O-:23].[K+:24].[K+:25].[O:34]=[CH:35][N:36]([CH3:37])[CH3:38]>>[Br:1][c:2]1[c:3]([CH2:4][c:5]2[cH:6][cH:7][c:8]3[c:9]([cH:14]2)[N:10]([CH2:27][c:28]2[cH:29][cH:30][cH:31][cH:32][cH:33]2)[CH2:11][CH2:12][O:13]3)[cH:15][c:16]([I:19])[cH:17][cH:18]1. Starting materials: C(#N)CP(OCC)(OCC)=O (Diethyl cyanomethylphosphonate), CC(C)([O-])C.[K+] (potassium tert-butoxide), 1h, N12CC(CC(CC1)C2)=O (1-azabicyclo[3.2.11octan-3-one), C([O-])([O-])=O.[K+].[K+] (potassium carbonate). Solvent: C1CCOC1 (THF), C1CCOC1 (THF), C1CCOC1 (THF). The product is C(#N)C=C1CN2CCC(C1)C2 ((±) 3-Cyanomethylene-1-azabicyclo[3.2.1]octane). As a reaction SMILES: [C:1]([CH2:3]P(=O)(OCC)OCC)#[N:2].CC(C)([O-])C.[K+].[N:18]12[CH2:25][CH:22]([CH2:23][CH2:24]1)[CH2:21][C:20](=O)[CH2:19]2.C(=O)([O-])[O-].[K+].[K+]>C1COCC1>[C:1]([CH:3]=[C:20]1[CH2:21][CH:22]2[CH2:25][N:18]([CH2:24][CH2:23]2)[CH2:19]1)#[N:2] |f:1.2,4.5.6|. Procedure: Diethyl cyanomethylphosphonate (5.67 g, 0.032 mole) in THF (75 ml) was added over 10 minutes to a stirred solution of potassium tert-butoxide (3.60 g, 0.032 mole) in THF (75 ml) at 0° C. The reaction mixture was then cooled to -20° C. before dropwise addition of 1-azabicyclo[3.2.11octan-3-one* (3.64 g, 0.029 mole) in THF (50 ml) over 15 minutes. The mixture was allowed to warm to room temperature, stirred for 1h, and then poured into 20% aqueous potassium carbonate (150 ml) and extracted with et... Starting materials: C1(=CC=CC=C1)N1N=C2C(=CNC=3C=CC=CC23)C1=O (2-Phenyl-2,5-dihydro-pyrazolo-(4,3-c) quinolin-3-one), ClC1=C(C=NC2=CC=C(C=C12)F)C(=O)OCC (Ethyl 4-chloro-6-fluoro-quinoline-3-carboxylate), C1(=CC=CC=C1)NN (phenyl hydrazine). Product: FC1=CC=2C=3C(=CNC2C=C1)C(N(N3)C3=CC=CC=C3)=O (8-Fluoro-2-phenyl-2,5-dihydro-pyrazolo-(4,3-c)quinolin-3-one). As a reaction SMILES: [C:1]1([N:7]2[C:19](=[O:20])[C:10]3=[CH:11][NH:12][C:13]4[CH:14]=[CH:15][CH:16]=[CH:17][C:18]=4[C:9]3=[N:8]2)[CH:6]=[CH:5][CH:4]=[CH:3][CH:2]=1.ClC1C2C(=CC=C([F:32])C=2)N=CC=1C(OCC)=O.C1(NN)C=CC=CC=1>>[F:32][C:16]1[CH:15]=[CH:14][C:13]2[NH:12][CH:11]=[C:10]3[C:19](=[O:20])[N:7]([C:1]4[CH:2]=[CH:3][CH:4]=[CH:5][CH:6]=4)[N:8]=[C:9]3[C:18]=2[CH:17]=1. Procedure details: The title compound was prepared following the procedure described in Step 3 of the synthesis of 4a, using 3b and phenyl hydrazine. 1H NMR (DMSO-d6) δ (ppm): 7.16 (1H, t, J=13.67 Hz), 7.41 (2H, t, J=7.56 Hz), 7.55 (1H, dt, J=8.54, 2.93 Hz), 7.77 (1H, dd, J=9.27, 4.88 Hz), 7.90 (1H, dd, J=9.27, 2.93 Hz), 8.18 (2H, dd, J=7.58, 1.95 Hz), 8.73 (1H, s). m/z 280.5 (MH+). The reactants are [Si](C1=CC=CC=C1)(C1=CC=CC=C1)(C(C)(C)C)OCC1=CC2=C(NC(O2)=O)C=C1 (6-({[tert-butyl(diphenyl)silyl]oxy}methyl)-1,3-benzoxazol-2(3H)-one), [Si](C1=CC=CC=C1)(C1=CC=CC=C1)(C(C)(C)C)OCC1=CC2=C(NC(O2)=O)C=C1 (6-({[tert-butyl(diphenyl)silyl]oxy}methyl)-1,3-benzoxazol-2(3H)-one), C([O-])([O-])=O.[K+].[K+] (potassium carbonate), BrCCO (2-bromoethanol), C(Cl)Cl (CH2Cl2). Solvent: CN(C)C=O (DMF), CCOCC (Et2O), CCOCC (Et2O). Run at time 4 hour. Product: [Si](C1=CC=CC=C1)(C1=CC=CC=C1)(C(C)(C)C)OCC1=CC2=C(N(C(O2)=O)CCO)C=C1 (6-({[tert-butyl(diphenyl)silyl]oxy}methyl)-3-(2-hydroxyethyl)-1,3-benzoxazol-2(3H)-one). Isolated yield 44.3%. RXN SMILES: [Si:1]([O:18][CH2:19][C:20]1[CH:29]=[CH:28][C:23]2[NH:24][C:25](=[O:27])[O:26][C:22]=2[CH:21]=1)([C:14]([CH3:17])([CH3:16])[CH3:15])([C:8]1[CH:13]=[CH:12][CH:11]=[CH:10][CH:9]=1)[C:2]1[CH:7]=[CH:6][CH:5]=[CH:4][CH:3]=1.C(=O)([O-])[O-].[K+].[K+].Br[CH2:37][CH2:38][OH:39].C(Cl)Cl>CN(C=O)C.CCOCC>[Si:1]([O:18][CH2:19][C:20]1[CH:29]=[CH:28][C:23]2[N:24]([CH2:37][CH2:38][OH:39])[C:25](=[O:27])[O:26][C:22]=2[CH:21]=1)([C:14]([CH3:17])([CH3:15])[CH3:16])([C:8]1[CH:9]=[CH:10][CH:11]=[CH:12][CH:13]=1)[C:2]1[CH:7]=[CH:6][CH:5]=[CH:4][CH:3]=1 |f:1.2.3|. Procedure details: To a solution of 6-({[tert-butyl(diphenyl)silyl]oxy}methyl)-1,3-benzoxazol-2(3H)-one (Intermediate 78, 218 mg, 0.54 mmol) in DMF (2 mL) were added potassium carbonate (232 mg, 1.68 mmol) and 2-bromoethanol (60 μL, 0.85 mmol) and the reaction mixture was placed in a sealed vessel at 120° C. over a period of 4 hours. CH2Cl2 was added to the mixture and the solids were filtered off and washed with CH2Cl2. The resulting filtrate was washed with water and brine and the organic phase was filtered thro... Reactants: COc1ccc(C2(O)CCN(Cc3ccccc3)CC2)c(F)c1, O, Cc1ccc(S(=O)(=O)O)cc1, c1ccccc1. The product is COc1ccc(C2=CCN(Cc3ccccc3)CC2)c(F)c1. As a reaction SMILES: [CH2:1]([c:2]1[cH:3][cH:4][cH:5][cH:6][cH:7]1)[N:8]1[CH2:9][CH2:10][C:11]([OH:14])([c:15]2[c:16]([F:23])[cH:17][c:18]([O:21][CH3:22])[cH:19][cH:20]2)[CH2:12][CH2:13]1.[OH2:24].[c:25]1([CH3:26])[cH:27][cH:28][c:29]([S:30]([OH:31])(=[O:32])=[O:33])[cH:34][cH:35]1.[cH:36]1[cH:37][cH:38][cH:39][cH:40][cH:41]1>>[CH2:1]([c:2]1[cH:3][cH:4][cH:5][cH:6][cH:7]1)[N:8]1[CH2:9][CH:10]=[C:11]([c:15]2[c:16]([F:23])[cH:17][c:18]([O:21][CH3:22])[cH:19][cH:20]2)[CH2:12][CH2:13]1. The reactants are C(#N)C1=CC=C(C=C1)CN1NC(=C2C1=NC(=NC2=O)C2=CC=NC=C2)C (1-(4-cyanophenylmethyl)-3-methyl-6-(4-pyridyl)-pyrazolo[3,4-d]-pyrimidin-4-one), [OH-].[K+] (potassium hydroxide), OO (hydrogen peroxide). The solvent is O (water). Reaction conditions: time 4 hour. Yields the product C(N)(=O)C1=CC=C(C=C1)CN1NC(=C2C1=NC(=NC2=O)C2=CC=NC=C2)C (1-(4-carbamoylphenylmethyl)-3-methyl-6-(4-pyridyl)-pyrazolo[3,4-d]pyrimidin-4-one). Isolated yield 46.2%. RXN SMILES: [OH-:1].[K+].[C:3]([C:5]1[CH:10]=[CH:9][C:8]([CH2:11][N:12]2[C:16]3=[N:17][C:18]([C:22]4[CH:27]=[CH:26][N:25]=[CH:24][CH:23]=4)=[N:19][C:20](=[O:21])[C:15]3=[C:14]([CH3:28])[NH:13]2)=[CH:7][CH:6]=1)#[N:4].OO>O>[C:3]([C:5]1[CH:6]=[CH:7][C:8]([CH2:11][N:12]2[C:16]3=[N:17][C:18]([C:22]4[CH:27]=[CH:26][N:25]=[CH:24][CH:23]=4)=[N:19][C:20](=[O:21])[C:15]3=[C:14]([CH3:28])[NH:13]2)=[CH:9][CH:10]=1)(=[O:1])[NH2:4] |f:0.1|. Reported procedure: A solution of potassium hydroxide (0.24 g, 3.7 mmol) in water (10 ml) was stirred in an ice-bath for 30 minutes and 1-(4-cyanophenylmethyl)-3-methyl-6-(4-pyridyl)-pyrazolo[3,4-d]-pyrimidin-4-one (0.42 g, 1.2 mmol) was added, followed by 30% hydrogen peroxide (0.6 ml, 6.1 mmol). The reaction mixture was stirred for 4 hours, warmed to room temperature and stirred for 24 hours. The reaction mixture was filtered, and the filtrate was neutralized with acetic acid to afford a white precipitate. The pr... Reactants: BrCC(=O)N1[C@H](CN(CC1)C1=C(C=C(C=C1)C(C(F)(F)F)(C(F)(F)F)OCOC)CCC)C ((S)-2-bromo-1-(4-{4-[1,1,1,3,3,3-hexafluoro-2-(methoxymethoxy)propan-2-yl]-2-propyl phenyl}-2-methylpiperazin-1-yl)ethanone), CC(C)OC=1C=CC(=NC1)C1(C(NC(N1)=O)=O)C (5-[5-(1-methylethoxy)pyridin-2-yl]-5-methylimidazolidine-2,4-dione). Product: FC(C(C(F)(F)F)(O)C1=CC(=C(C=C1)N1C[C@@H](N(CC1)C(CN1C(NC(C1=O)(C)C1=NC=C(C=C1)OC(C)C)=O)=O)C)CCC)(F)F (3-(2-{(S)-4-[4-(1,1,1,3,3,3-hexafluoro-2-hydroxypropan-2-yl)-2-propylphenyl]-2-methylpiperazin-1-yl}-2-oxoethyl)-5-[5-(1-methylethoxy)pyridin-2-yl]-5-methylimidazolidine-2,4-dione). Reaction SMILES: Br[CH2:2][C:3]([N:5]1[CH2:10][CH2:9][N:8]([C:11]2[CH:16]=[CH:15][C:14]([C:17]([O:26]COC)([C:22]([F:25])([F:24])[F:23])[C:18]([F:21])([F:20])[F:19])=[CH:13][C:12]=2[CH2:30][CH2:31][CH3:32])[CH2:7][C@@H:6]1[CH3:33])=[O:4].[CH3:34][CH:35]([O:37][C:38]1[CH:39]=[CH:40][C:41]([C:44]2([CH3:51])[NH:48][C:47](=[O:49])[NH:46][C:45]2=[O:50])=[N:42][CH:43]=1)[CH3:36]>>[F:24][C:22]([F:25])([F:23])[C:17]([C:14]1[CH:15]=[CH:16][C:11]([N:8]2[CH2:9][CH2:10][N:5]([C:3](=[O:4])[CH2:2][N:46]3[C:45](=[O:50])[C:44]([C:41]4[CH:40]=[CH:39][C:38]([O:37][CH:35]([CH3:34])[CH3:36])=[CH:43][N:42]=4)([CH3:51])[NH:48][C:47]3=[O:49])[C@@H:6]([CH3:33])[CH2:7]2)=[C:12]([CH2:30][CH2:31][CH3:32])[CH:13]=1)([OH:26])[C:18]([F:19])([F:21])[F:20]. Procedure details: (S)-2-bromo-1-(4-{4-[1,1,1,3,3,3-hexafluoro-2-(methoxymethoxy)propan-2-yl]-2-propyl phenyl}-2-methylpiperazin-1-yl)ethanone and 5-[5-(1-methylethoxy)pyridin-2-yl]-5-methylimidazolidine-2,4-dione were used for a similar reaction and treatment as Examples 14-1 and 15-1, and the title compound was obtained as a yellow oil. The reactants are [NH4+].[Cl-] (NH4Cl), ClS(=O)(=O)C=1C=C(C(=O)OC)C=C(C1)C(F)(F)F (methyl 3-(chlorosulfonyl)-5-(trifluoromethyl)benzoate), CCN(C(C)C)C(C)C (DIPEA), N1CCOCC1 (morpholine). The solvent is C(Cl)Cl (CH2Cl2), C(Cl)Cl (CH2Cl2). Run at time 1.3 hour. Product: O1CCN(CC1)S(=O)(=O)C=1C=C(C(=O)OC)C=C(C1)C(F)(F)F (Methyl 3-(morpholinosulfonyl)-5-(trifluoromethyl)benzoate). Reaction SMILES: Cl[S:2]([C:5]1[CH:6]=[C:7]([CH:12]=[C:13]([C:15]([F:18])([F:17])[F:16])[CH:14]=1)[C:8]([O:10][CH3:11])=[O:9])(=[O:4])=[O:3].CCN(C(C)C)C(C)C.[NH:28]1[CH2:33][CH2:32][O:31][CH2:30][CH2:29]1.[NH4+].[Cl-]>C(Cl)Cl>[O:31]1[CH2:32][CH2:33][N:28]([S:2]([C:5]2[CH:6]=[C:7]([CH:12]=[C:13]([C:15]([F:18])([F:17])[F:16])[CH:14]=2)[C:8]([O:10][CH3:11])=[O:9])(=[O:4])=[O:3])[CH2:29][CH2:30]1 |f:3.4|. Procedure details: To a solution of methyl 3-(chlorosulfonyl)-5-(trifluoromethyl)benzoate (0.3 g, 991 μmol, Buttpark Ltd.) in CH2Cl2 (1.0 mL) were added DIPEA (192 mg, 260 μL, 1.49 mmol) and morpholine (86.4 mg, 86.4 μL, 991 μmol). The clear light yellow solution was stirred at room temperature for 1.3 hours and then poured on saturated aqueous NH4Cl solution and CH2Cl2. The layers were separated and the aqueous layer was extracted twice with CH2Cl2. The organic layers were dried over MgSO4, filtered, treated with...